Task: describe an organic reaction: reactants, conditions, products, and yield. Dataset: the Open Reaction Database (ORD), a public repository of structured organic reaction records Reactants: ClC=1C=C(C(=O)Cl)C=CC1Cl (3,4-dichlorobenzoyl chloride), Cl.NC1C(N(C2=CC=CC=C12)CCCCC)=O (3-amino-1-pentyl-2,3-dihydro-1H-indol-2-one hydrochloride), C(O)([O-])=O.[Na+] (sodium hydrogen carbonate), C(Cl)(Cl)Cl (chloroform). The solvent is C(Cl)Cl (methylene chloride), O (water), O (water). Conditions: time 30 minute. Product: ClC=1C=C(C(=O)NC2C(N(C3=CC=CC=C23)CCCCC)=O)C=CC1Cl (3,4-dichloro-N-(2,3-dihydro-2-oxo-1-pentyl-1H-indol-3-yl)benzamide). Yield: 93.1%. RXN SMILES: [Cl:1][C:2]1[CH:3]=[C:4]([CH:8]=[CH:9][C:10]=1[Cl:11])[C:5](Cl)=[O:6].Cl.[NH2:13][CH:14]1[C:22]2[C:17](=[CH:18][CH:19]=[CH:20][CH:21]=2)[N:16]([CH2:23][CH2:24][CH2:25][CH2:26][CH3:27])[C:15]1=[O:28].C(=O)([O-])O.[Na+].C(Cl)(Cl)Cl>C(Cl)Cl.O>[Cl:1][C:2]1[CH:3]=[C:4]([CH:8]=[CH:9][C:10]=1[Cl:11])[C:5]([NH:13][CH:14]1[C:22]2[C:17](=[CH:18][CH:19]=[CH:20][CH:21]=2)[N:16]([CH2:23][CH2:24][CH2:25][CH2:26][CH3:27])[C:15]1=[O:28])=[O:6] |f:1.2,3.4|. Reported procedure: Under argon atmosphere and ice cooling, a solution of 2.80 g of 3,4-dichlorobenzoyl chloride in 20 ml of methylene chloride was added dropwise to a mixture of 2.84 g of 3-amino-1-pentyl-2,3-dihydro-1H-indol-2-one hydrochloride, 2.24 g of sodium hydrogen carbonate, 30 ml of chloroform and 30 ml of water. The reaction mixture was stirred under ice cooling for 30 minutes and then at room temperature for 30 minutes, diluted with water and extracted with chloroform. After the chloroform layer was was... The reactants are C(C=C)ON=C1C[C@H](N(C1)C(=O)OC(C)(C)C)C(=O)O ((2S,4EZ)-4-[(allyloxy)-imino]-1-(tert-butoxycarbonyl)-2-pyrrolidinecarboxylic acid), C1(=CC=CC=C1)C(C(=O)Cl)C1=CC=CC=C1 (diphenylacetyl chloride), COC=1C=C(CN)C=CC1OC (3,4-dimethoxybenzylamine). Yields the product C(C=C)ON=C1C[C@H](N(C1)C(C(C1=CC=CC=C1)C1=CC=CC=C1)=O)C(=O)NCC1=CC(=C(C=C1)OC)OC ((2S,4EZ)-4-[(allyloxy)imino]-N-(3,4-dimethoxybenzyl)-1-(diphenylacetyl)-2-pyrrolidinecarboxamide). RXN SMILES: [CH2:1]([O:4][N:5]=[C:6]1[CH2:10][N:9]([C:11]([O:13]C(C)(C)C)=O)[C@H:8]([C:18]([OH:20])=O)[CH2:7]1)[CH:2]=[CH2:3].[C:21]1([CH:27]([C:31]2[CH:36]=[CH:35][CH:34]=[CH:33][CH:32]=2)C(Cl)=O)[CH:26]=[CH:25][CH:24]=[CH:23][CH:22]=1.[CH3:37][O:38][C:39]1[CH:40]=[C:41]([CH:44]=[CH:45][C:46]=1[O:47][CH3:48])[CH2:42][NH2:43]>>[CH2:1]([O:4][N:5]=[C:6]1[CH2:10][N:9]([C:11](=[O:13])[CH:27]([C:21]2[CH:22]=[CH:23][CH:24]=[CH:25][CH:26]=2)[C:31]2[CH:32]=[CH:33][CH:34]=[CH:35][CH:36]=2)[C@H:8]([C:18]([NH:43][CH2:42][C:41]2[CH:44]=[CH:45][C:46]([O:47][CH3:48])=[C:39]([O:38][CH3:37])[CH:40]=2)=[O:20])[CH2:7]1)[CH:2]=[CH2:3]. Reported procedure: Following the general method as outlined in Example 22, starting from (2S,4EZ)-4-[(allyloxy)-imino]-1-(tert-butoxycarbonyl)-2-pyrrolidinecarboxylic acid, diphenylacetyl chloride, and 3,4-dimethoxybenzylamine the title compound was obtained in 63% purity by LC/MS. MS(ESI+): m/z=528.4. Reactants: NC1=C(C(=NN1C1=C(C=C(C=C1Cl)C(F)(F)F)Cl)C=NO)S(=O)C (5-amino-1-[2,6-dichloro-4-(trifluoromethyl)-phenyl]-4-methylsulfinyl-1H-pyrazole-3-carboxaldehyde oxime), [O-]CC.[Na+] (sodium ethoxide), IC (iodomethane), IC (iodomethane). The solvent is C(C)O (ethanol), C(C)O (ethanol). Yields the product CON=CC1=NN(C(=C1S(=O)C)N)C1=C(C=C(C=C1Cl)C(F)(F)F)Cl (5-amino-1-[2,6-dichloro-4-(trifluoromethyl)phenyl]-4-methylsulfinyl-1H-pyrazole-3-carboxaldehyde O-(methyl)oxime). Yield: 39.3%. As a reaction SMILES: [NH2:1][C:2]1[N:6]([C:7]2[C:12]([Cl:13])=[CH:11][C:10]([C:14]([F:17])([F:16])[F:15])=[CH:9][C:8]=2[Cl:18])[N:5]=[C:4]([CH:19]=[N:20][OH:21])[C:3]=1[S:22]([CH3:24])=[O:23].[O-][CH2:26]C.[Na+].IC>C(O)C>[CH3:26][O:21][N:20]=[CH:19][C:4]1[C:3]([S:22]([CH3:24])=[O:23])=[C:2]([NH2:1])[N:6]([C:7]2[C:12]([Cl:13])=[CH:11][C:10]([C:14]([F:17])([F:16])[F:15])=[CH:9][C:8]=2[Cl:18])[N:5]=1 |f:1.2|. Procedure details: A solution of 5-amino-1-[2,6-dichloro-4-(trifluoromethyl)-phenyl]-4-methylsulfinyl-1H-pyrazole-3-carboxaldehyde oxime (0.15 g) in ethanol was added to a solution of sodium ethoxide (0.025 g) in ethanol at 20° C., followed by iodomethane (0.023 ml). The reaction was monitored by HPLC and over the next 24 hours three additional equivalents of iodomethane were added. The reaction mixture was then, concentrated and partitioned between dichloromethane and water. The organic layer was water-washed, dr... Yields the product C(C1=CC=CC=C1)OC[C@H]([C@@H](C)O)CN1C=2N=C(NC(C2N=C1)=O)N ((2R,3R)-1-Benzyloxy-2-((2-amino-1,6-dihydro-6-oxopurin-9-yl)methyl)butan-3-ol). Reaction SMILES: [CH2:1]([O:8][CH2:9][C@@H:10]([CH2:21][N:22]1[CH:30]=[N:29][C:28]2[C:23]1=[N:24][C:25]([NH2:32])=[N:26][C:27]=2Cl)[C@H:11]([O:13][Si](C(C)(C)C)(C)C)[CH3:12])[C:2]1[CH:7]=[CH:6][CH:5]=[CH:4][CH:3]=1.C(O)(C(F)(F)F)=[O:34]>O>[CH2:1]([O:8][CH2:9][C@@H:10]([CH2:21][N:22]1[CH:30]=[N:29][C:28]2[C:27](=[O:34])[NH:26][C:25]([NH2:32])=[N:24][C:23]1=2)[C@H:11]([OH:13])[CH3:12])[C:2]1[CH:7]=[CH:6][CH:5]=[CH:4][CH:3]=1. Procedure: A solution of 24 (4.3 g, 9.03 mmol) in a mixture of TFA (60 ml) and water (20 ml) was kept at room temperature for 2 days until almost no starting 24 was seen by HPLC analysis. The reaction was concentrated, co-evaporated with acetionitrile (3×100 ml) to remove most of TFA and water and re-dissolved in THF (100 ml), triethylamine (2 ml) was added to neutralize residual TFA followed by 12 ml of 1 M tetrabutylammonium fluoride in THF. The reaction was allowed to proceed for 2 hrs (monitored by HPL... Reactants: C(C1=CC=CC=C1)OC[C@H]([C@@H](C)O[Si](C)(C)C(C)(C)C)CN1C2=NC(=NC(=C2N=C1)Cl)N ((2R,3R)-1-Benzyloxy-3-(tert-butyldimethylsiloxy)-2-((2-amino-6-chloro-9H-purin-9-yl)methyl)butane), C(=O)(C(F)(F)F)O (TFA). Reaction conditions: time 2 day. Solvent: O (water). The reactants are O=C([O-])[O-], Cc1ccccc1, CCOC(C)=O, COC(=O)c1nn(C)c(=O)cc1Cl, [Cs+], [Cs+], CSc1ccc(N)c(F)c1, N#N, CC(=O)[O-], CC(=O)[O-], [Pd+2], c1ccc(P(c2ccccc2)c2ccc3ccccc3c2-c2c(P(c3ccccc3)c3ccccc3)ccc3ccccc23)cc1. The product is COC(=O)c1nn(C)c(=O)cc1Nc1ccc(SC)cc1F. As a reaction SMILES: [C:70](=[O:71])([O-:72])[O-:73].[CH3:78][c:79]1[cH:80][cH:81][cH:82][cH:83][cH:84]1.[CH3:85][CH2:86][O:87][C:88]([CH3:89])=[O:90].[Cl:1][c:2]1[c:3]([C:10](=[O:11])[O:12][CH3:13])[n:4][n:5]([CH3:9])[c:6](=[O:8])[cH:7]1.[Cs+:74].[Cs+:75].[F:14][c:15]1[c:16]([NH2:17])[cH:18][cH:19][c:20]([S:22][CH3:23])[cH:21]1.[N:76]#[N:77].[O-:92][C:93]([CH3:94])=[O:95].[O-:96][C:97]([CH3:98])=[O:99].[Pd+2:91].[cH:24]1[cH:25][cH:26][c:27]([P:28]([c:29]2[cH:30][cH:31][c:32]3[c:33]([cH:34][cH:35][cH:36][cH:37]3)[c:38]2-[c:39]2[c:40]3[c:41]([cH:42][cH:43][cH:44][cH:45]3)[cH:46][cH:47][c:48]2[P:49]([c:50]2[cH:51][cH:52][cH:53][cH:54][cH:55]2)[c:56]2[cH:57][cH:58][cH:59][cH:60][cH:61]2)[c:62]2[cH:63][cH:64][cH:65][cH:66][cH:67]2)[cH:68][cH:69]1>>[c:2]1([NH:17][c:16]2[c:15]([F:14])[cH:21][c:20]([S:22][CH3:23])[cH:19][cH:18]2)[c:3]([C:10](=[O:11])[O:12][CH3:13])[n:4][n:5]([CH3:9])[c:6](=[O:8])[cH:7]1.